From a dataset of the Open Reaction Database (ORD), a public repository of structured organic reaction records. describe an organic reaction: reactants, conditions, products, and yield The reactants are NC1CCC2CN(Cc3ccccc3)CC12, CC(Cc1ccccc1)C(=O)O, CCC(C(=O)O)c1ccccc1. Product: CC(Cc1ccccc1)C(=O)NC1CCC2CN(Cc3ccccc3)CC21. As a reaction SMILES: [CH2:1]([c:2]1[cH:3][cH:4][cH:5][cH:6][cH:7]1)[N:8]1[CH2:9][CH:10]2[CH:11]([CH2:12]1)[CH:13]([NH2:16])[CH2:14][CH2:15]2.[CH3:17][CH:18]([C:19](=[O:20])[OH:21])[CH2:22][c:23]1[cH:24][cH:25][cH:26][cH:27][cH:28]1.[c:29]1([CH:30]([CH2:31][CH3:32])[C:33]([OH:34])=[O:35])[cH:36][cH:37][cH:38][cH:39][cH:40]1>>[CH2:1]([c:2]1[cH:3][cH:4][cH:5][cH:6][cH:7]1)[N:8]1[CH2:9][CH:10]2[CH:11]([CH2:12]1)[CH:13]([NH:16][C:19]([CH:18]([CH3:17])[CH2:22][c:23]1[cH:24][cH:25][cH:26][cH:27][cH:28]1)=[O:20])[CH2:14][CH2:15]2. The reactants are CC(=O)NC1CCCN2c3cc(C#N)c(F)cc3Oc3cccc(F)c3C12, O=C1CCC(=O)N1Cl. Product: CC(=O)NC1CCCN2c3c(cc(F)c(C#N)c3Cl)Oc3cccc(F)c3C12. RXN SMILES: [C:1](#[N:2])[c:3]1[cH:4][c:5]2[c:6]([cH:25][c:26]1[F:27])[O:7][c:8]1[c:9]([c:20]([F:24])[cH:21][cH:22][cH:23]1)[CH:10]1[N:11]2[CH2:12][CH2:13][CH2:14][CH:15]1[NH:16][C:17]([CH3:18])=[O:19].[Cl:28][N:29]1[C:30](=[O:31])[CH2:32][CH2:33][C:34]1=[O:35]>>[C:1](#[N:2])[c:3]1[c:4]([Cl:28])[c:5]2[c:6]([cH:25][c:26]1[F:27])[O:7][c:8]1[c:9]([c:20]([F:24])[cH:21][cH:22][cH:23]1)[CH:10]1[N:11]2[CH2:12][CH2:13][CH2:14][CH:15]1[NH:16][C:17]([CH3:18])=[O:19]. Starting materials: SC1=NC2=C(C=CC=C2C(N1)=O)C (2-mercapto-8-methyl-4(3H)-quinazolinone), Cl.ClCC1=CC=NC=C1 (4-chloromethylpyridine hydrochloride). Product: CC=1C=CC=C2C(NC(=NC12)SCC1=CC=NC=C1)=O (8-Methyl-2-(4-pyridylmethylthio)-4(3H)-quinazolinone). Isolated yield 44.0%. RXN SMILES: [SH:1][C:2]1[NH:11][C:10](=[O:12])[C:9]2[C:4](=[C:5]([CH3:13])[CH:6]=[CH:7][CH:8]=2)[N:3]=1.Cl.Cl[CH2:16][C:17]1[CH:22]=[CH:21][N:20]=[CH:19][CH:18]=1>>[CH3:13][C:5]1[CH:6]=[CH:7][CH:8]=[C:9]2[C:4]=1[N:3]=[C:2]([S:1][CH2:16][C:17]1[CH:22]=[CH:21][N:20]=[CH:19][CH:18]=1)[NH:11][C:10]2=[O:12] |f:1.2|. Procedure: The title compound was prepared in a yield of 44.0%, using 2-mercapto-8-methyl-4(3H)-quinazolinone in place of 2-mercapto-3-phenyl-4(3H)-quinazolinoe and 4-chloromethylpyridine hydrochloride in place of 2-chloromethyl-4methylpyridine hydrochloride.